Dataset: the Open Reaction Database (ORD), a public repository of structured organic reaction records. Task: describe an organic reaction: reactants, conditions, products, and yield Reported procedure: The procedure of Example 8 was repeated except that the 9-(2-cyclohexenyl)-2-ethoxy-9H-adenine used therein was replaced by an equivalent weight of 9-(2-cyclohexenyl)-2-n-butoxy-9H-adenine. There was produced the title product in 47% yield; m.p. 138°-141° C. IR(KBr): 3300, 2930, 1660, 1640, 1590, 1405, 1345 cm-1. UV: λmaxEtOH 253 nm(ε 7600), 269 nm(ε 11500). NMR(CDC13): 1.50(17H, m), 4.30(1H, m), 4.31(2H, t, J=6 Hz), 6.40(2H, s), 7.67(1H, s). Reaction SMILES: C1(N2C=NC3C2=NC(OCC)=NC=3N)CCCC=C1.[CH:20]1([N:26]2[CH:34]=[N:33][C:32]3[C:27]2=[N:28][C:29]([O:36][CH2:37][CH2:38][CH2:39][CH3:40])=[N:30][C:31]=3[NH2:35])[CH2:25][CH2:24][CH2:23][CH:22]=[CH:21]1>>[CH2:37]([O:36][C:29]1[N:28]=[C:27]2[C:32]([N:33]=[CH:34][N:26]2[CH:20]2[CH2:21][CH2:22][CH2:23][CH2:24][CH2:25]2)=[C:31]([NH2:35])[N:30]=1)[CH2:38][CH2:39][CH3:40]. Isolated yield 47.0%. Starting materials: C1(C=CCCC1)N1C2=NC(=NC(=C2N=C1)N)OCC (9-(2-cyclohexenyl)-2-ethoxy-9H-adenine), C1(C=CCCC1)N1C2=NC(=NC(=C2N=C1)N)OCCCC (9-(2-cyclohexenyl)-2-n-butoxy-9H-adenine). The product is C(CCC)OC1=NC(=C2N=CN(C2=N1)C1CCCCC1)N (2-n-Butoxy-9-cyclohexyl-9H-adenine).